Dataset: the Open Reaction Database (ORD), a public repository of structured organic reaction records. Task: describe an organic reaction: reactants, conditions, products, and yield Reactants: C1(CCCCC1)CN(CC)C1=NC2=CC(=CC=C2C=C1C=O)F (2-[N-(cyclohexylmethyl)-N-ethylamino]-7-fluoroquinoline-3-carbaldehyde), [Cl-].[NH4+] (ammonium chloride), O (water), [BH4-].[Na+] (sodium borohydride). Run in C(C)O (ethanol). Conditions: time 2 hour. The product is C1(CCCCC1)CN(CC)C1=NC2=CC(=CC=C2C=C1CO)F ({2-[N-(cyclohexylmethyl)-N-ethylamino]-7-fluoroquinolin-3-yl}methanol). As a reaction SMILES: [CH:1]1([CH2:7][N:8]([C:11]2[C:20]([CH:21]=[O:22])=[CH:19][C:18]3[C:13](=[CH:14][C:15]([F:23])=[CH:16][CH:17]=3)[N:12]=2)[CH2:9][CH3:10])[CH2:6][CH2:5][CH2:4][CH2:3][CH2:2]1.[BH4-].[Na+].[Cl-].[NH4+].O>C(O)C>[CH:1]1([CH2:7][N:8]([C:11]2[C:20]([CH2:21][OH:22])=[CH:19][C:18]3[C:13](=[CH:14][C:15]([F:23])=[CH:16][CH:17]=3)[N:12]=2)[CH2:9][CH3:10])[CH2:6][CH2:5][CH2:4][CH2:3][CH2:2]1 |f:1.2,3.4|. Procedure: To a mixture of 2-[N-(cyclohexylmethyl)-N-ethylamino]-7-fluoroquinoline-3-carbaldehyde (230 mg, 0.73 mmol) in ethanol (2 mL) is added sodium borohydride (30 mg, 0.79 mmol) and the mixture is stirred for 2 hours. After addition of sat. ammonium chloride and water, the mixture is extracted with ethyl acetate. The combined organic layer is washed with brine, dried over magnesium sulfate, filtered and concentrated to give [N-(cyclopentylmethyl)-N-ethylamino]quinolin-3-yl}methanol, which is used with... Starting materials: ClC1=C2C(=NC=C1C=O)NC=C2 (4-Chloro-1H-pyrrolo[2,3-b]pyridine-5-carbaldehyde), Cl.C(C1=CC=CC=C1)N1CC(CCC1)NN (1-benzyl-3-hydrazinylpiperidine hydrochloride). Run in CCCCO (n-BuOH). Conditions: temperature 90 celsius. Yields the product C(C1=CC=CC=C1)N1CC(CCC1)N1N=CC=2C1=C1C(=NC2)NC=C1 (1-(1-benzylpiperidin-3-yl)-1,6-dihydropyrazolo[3,4-d]pyrrolo[2,3-b]pyridine). Isolated yield 14.3%. RXN SMILES: Cl[C:2]1[C:7]([CH:8]=O)=[CH:6][N:5]=[C:4]2[NH:10][CH:11]=[CH:12][C:3]=12.Cl.[CH2:14]([N:21]1[CH2:26][CH2:25][CH2:24][CH:23]([NH:27][NH2:28])[CH2:22]1)[C:15]1[CH:20]=[CH:19][CH:18]=[CH:17][CH:16]=1>CCCCO>[CH2:14]([N:21]1[CH2:26][CH2:25][CH2:24][CH:23]([N:27]2[C:2]3=[C:3]4[CH:12]=[CH:11][NH:10][C:4]4=[N:5][CH:6]=[C:7]3[CH:8]=[N:28]2)[CH2:22]1)[C:15]1[CH:16]=[CH:17][CH:18]=[CH:19][CH:20]=1 |f:1.2|. Procedure: 4-Chloro-1H-pyrrolo[2,3-b]pyridine-5-carbaldehyde (0.40 g, 2.21 mmol, Adesis) and 1-benzyl-3-hydrazinylpiperidine hydrochloride (1.39 g, 4.43 mmol) were suspended in n-BuOH (11.1 mL). The mixture was heated at about 90° C. for about 3 h and then heated at about 120° C. for about 5 h. The reaction mixture was cooled to ambient temperature and the solvent was removed under reduced pressure. The residue was purified by silica gel chromatography eluting with a gradient of 0-5% MeOH in DCM to yield 1... The reactants are N (ammonia), NC=1SC2=C(N1)C(=CC=C2)OC (2-amino-4-methoxy-benzothiazole), NC(=O)N (urea). Run in O (water). Product: COC1=CC=CC2=C1N=C(S2)NC(=O)N ((4-Methoxy-benzothiazol-2-yl)-urea), solid. The yield is 73.0%. Reaction SMILES: [NH2:1][C:2]1[S:3][C:4]2[CH:10]=[CH:9][CH:8]=[C:7]([O:11][CH3:12])[C:5]=2[N:6]=1.[NH2:13][C:14](N)=[O:15].N>O>[CH3:12][O:11][C:7]1[C:5]2[N:6]=[C:2]([NH:1][C:14]([NH2:13])=[O:15])[S:3][C:4]=2[CH:10]=[CH:9][CH:8]=1. Procedure details: A mixture of 2-amino-4-methoxy-benzothiazole (330 mg, 1.83 mmol) and urea (1.1 g, 1.83 mmol) were heated together for 1 h at 170° C., with evolution of ammonia. After allowing to cool to r.t., water (10 ml) was added and the mixture was vigorously stirred. The solid was then filtered, washed with water (10 ml) followed by ethanol (10 ml) and dried at 60° C. under vaccum (0.05 mmHg). The title product was afforded as an off-white solid (300 mg, 73% yield), MS: m/e=223 (M+). Reactants: CNC, CO, CCC(=C(c1ccc(I)cc1)c1ccc(OCCCCCl)cc1)c1ccccc1. Product: CCC(=C(c1ccc(I)cc1)c1ccc(OCCCCN(C)C)cc1)c1ccccc1. RXN SMILES: [CH3:30][NH:31][CH3:32].[CH3:33][OH:34].[Cl:1][CH2:2][CH2:3][CH2:4][CH2:5][O:6][c:7]1[cH:8][cH:9][c:10]([C:13](=[C:14]([CH2:15][CH3:16])[c:17]2[cH:18][cH:19][cH:20][cH:21][cH:22]2)[c:23]2[cH:24][cH:25][c:26]([I:29])[cH:27][cH:28]2)[cH:11][cH:12]1>>[CH2:2]([CH2:3][CH2:4][CH2:5][O:6][c:7]1[cH:8][cH:9][c:10]([C:13](=[C:14]([CH2:15][CH3:16])[c:17]2[cH:18][cH:19][cH:20][cH:21][cH:22]2)[c:23]2[cH:24][cH:25][c:26]([I:29])[cH:27][cH:28]2)[cH:11][cH:12]1)[N:31]([CH3:30])[CH3:32]. Reactants: OC1(C2C=CC(C1)C2)C(=O)O (2-hydroxy-5-norbornene-2-carboxylic acid), ( 4a ), [H][H] (hydrogen). The reagents and catalysts are [C].[Pd] (palladium carbon). The solvent is C(C)(=O)OCC (ethyl acetate). The product is OC1(C2CCC(C1)C2)C(=O)O (2-hydroxynorbornane-2-carboxylic acid). Yield: 143.1%. RXN SMILES: [OH:1][C:2]1([C:9]([OH:11])=[O:10])[CH2:7][CH:6]2[CH2:8][CH:3]1[CH:4]=[CH:5]2.[H][H]>C(OCC)(=O)C.[C].[Pd]>[OH:1][C:2]1([C:9]([OH:11])=[O:10])[CH2:7][CH:6]2[CH2:8][CH:3]1[CH2:4][CH2:5]2 |f:3.4|. Procedure details: In 100 ml of ethyl acetate, 10.0 g of the 2-hydroxy-5-norbornene-2-carboxylic acid of Formula (4a) obtained in Step b. was dissolved. To the resulting solution, 0.5 g of 10% palladium carbon was further added as a catalyst for catalytic hydrogenation. This solution was stirred for 2 hours in an atmosphere of hydrogen gas to carry out catalytic hydrogenation. After the reaction was completed, the catalyst was separated by filtration and the ethyl acetate was evaporated from the filtrate under red... Starting materials: C1CCOC1, CO, COC(=O)c1ccc(-c2ccc([N+](=O)[O-])cc2)cc1Cl, [Na+], [OH-], O. The product is O=C(O)c1ccc(-c2ccc([N+](=O)[O-])cc2)cc1Cl. As a reaction SMILES: [CH2:26]1[O:27][CH2:28][CH2:29][CH2:30]1.[CH3:21][OH:22].[Cl:1][c:2]1[cH:3][c:4](-[c:12]2[cH:13][cH:14][c:15]([N+:18](=[O:19])[O-:20])[cH:16][cH:17]2)[cH:5][cH:6][c:7]1[C:8](=[O:9])[O:10][CH3:11].[Na+:25].[OH-:24].[OH2:23]>>[Cl:1][c:2]1[cH:3][c:4](-[c:12]2[cH:13][cH:14][c:15]([N+:18](=[O:19])[O-:20])[cH:16][cH:17]2)[cH:5][cH:6][c:7]1[C:8](=[O:9])[OH:10]. Reactants: O=C(O)CC1(CCBr)CCCCC1, CO, O=S(Cl)Cl. The product is COC(=O)CC1(CCBr)CCCCC1. As a reaction SMILES: [Br:1][CH2:2][CH2:3][C:4]1([CH2:10][C:11](=[O:12])[OH:13])[CH2:5][CH2:6][CH2:7][CH2:8][CH2:9]1.[CH3:18][OH:19].[S:14]([Cl:15])([Cl:16])=[O:17]>>[Br:1][CH2:2][CH2:3][C:4]1([CH2:10][C:11](=[O:12])[O:13][CH3:18])[CH2:5][CH2:6][CH2:7][CH2:8][CH2:9]1. Starting materials: ClC1=C(C(=O)N2[C@@H]3CN([C@H](C2)C3)C(=O)OC(C)(C)C)C=CC=C1Cl (tert-butyl (1S,4S)-5-(2,3-dichlorobenzoyl)-2,5-diazabicyclo[2.2.1]heptane-2-carboxylate), CO (methanol), Cl (hydrochloride). Run in O1CCOCC1 (1,4-dioxane). Reaction conditions: time 1.5 hour. Yields the product ClC1=C(C(=O)N2[C@@H]3CN[C@H](C2)C3)C=CC=C1Cl ((1S,4S)-2-(2,3-dichlorobenzoyl)-2,5-diazabicyclo[2.2.1]heptane). Reaction SMILES: [Cl:1][C:2]1[C:23]([Cl:24])=[CH:22][CH:21]=[CH:20][C:3]=1[C:4]([N:6]1[CH2:11][C@@H:10]2[CH2:12][C@H:7]1[CH2:8][N:9]2C(OC(C)(C)C)=O)=[O:5].CO.Cl>O1CCOCC1>[Cl:1][C:2]1[C:23]([Cl:24])=[CH:22][CH:21]=[CH:20][C:3]=1[C:4]([N:6]1[CH2:11][C@@H:10]2[CH2:12][C@H:7]1[CH2:8][NH:9]2)=[O:5]. Reported procedure: To a mixture of 5.5 g of tert-butyl (1S,4S)-5-(2,3-dichlorobenzoyl)-2,5-diazabicyclo[2.2.1]heptane-2-carboxylate and 10 ml of methanol was added hydrochloride in 1,4-dioxane solution (4 mol/l, 20 ml) followed by stirring for 1.5 hour at room temperature. The reaction mixture was concentrated in vacuo and then the resulting residue was suspended with diethylether. The precipitate was filtered and dried to give a crystal of the title compound.